From a dataset of the Open Reaction Database (ORD), a public repository of structured organic reaction records. describe an organic reaction: reactants, conditions, products, and yield The reactants are Fc1ccccc1Br, CC(C)(C)[O-], Cc1ccccc1, CC1CNCCN1, [Na+], CC(=O)[O-], CC(=O)[O-], [Pd+2], c1ccc(P(c2ccccc2)c2ccc3ccccc3c2-c2c(P(c3ccccc3)c3ccccc3)ccc3ccccc23)cc1. The product is CC1CN(c2ccccc2F)CCN1. RXN SMILES: [Br:1][c:2]1[c:3]([F:8])[cH:4][cH:5][cH:6][cH:7]1.[CH3:16][C:17]([CH3:18])([O-:19])[CH3:20].[CH3:68][c:69]1[cH:70][cH:71][cH:72][cH:73][cH:74]1.[CH3:9][CH:10]1[NH:11][CH2:12][CH2:13][NH:14][CH2:15]1.[Na+:21].[O-:76][C:77]([CH3:78])=[O:79].[O-:80][C:81]([CH3:82])=[O:83].[Pd+2:75].[cH:22]1[cH:23][cH:24][c:25]([P:26]([c:27]2[cH:28][cH:29][c:30]3[c:31]([cH:32][cH:33][cH:34][cH:35]3)[c:36]2-[c:37]2[c:38]3[c:39]([cH:40][cH:41][cH:42][cH:43]3)[cH:44][cH:45][c:46]2[P:47]([c:48]2[cH:49][cH:50][cH:51][cH:52][cH:53]2)[c:54]2[cH:55][cH:56][cH:57][cH:58][cH:59]2)[c:60]2[cH:61][cH:62][cH:63][cH:64][cH:65]2)[cH:66][cH:67]1>>[c:2]1([N:14]2[CH2:13][CH2:12][NH:11][CH:10]([CH3:9])[CH2:15]2)[c:3]([F:8])[cH:4][cH:5][cH:6][cH:7]1. The product is CON=C1NC2=CC=C(C=C2C(=C1C1=CC=C(C=C1)Cl)C(=O)OC(C)C)Cl (6-chloro-3-(p-chlorophenyl)-4-isopropoxycarbonylquinolin-2(1H)-one-2-O-methyl oxime). Starting materials: Cl.CON (O-methylhydroxylamine hydrochloride), ClC=1C=C2C(=C(C(NC2=CC1)=S)C1=CC=C(C=C1)Cl)C(=O)OC(C)C (6-chloro-3-(p-chlorophenyl)-4-isopropoxycarbonylquinoline-2(1H)-thione). Procedure details: 0.42 g (1.07 mol) of 6-chloro-3-(p-chlorophenyl)-4-isopropoxycarbonylquinoline-2(1H)-thione (prepared according to methods from Examples 6, 7 and 8 described above, but using 5-chloroisatin and p-chlorophenyl acetic acid as starting materials) is dissolved in 10 ml of abs. ethanol and treated with 0.5 g of O-methylhydroxylamine hydrochloride. The reaction mixture is heated at reflux temperature for 3 hours. It is then concentrated under reduced pressure on a rotary evaporator, the residue is tak... Reaction SMILES: [Cl:1][C:2]1[CH:3]=[C:4]2[C:9](=[CH:10][CH:11]=1)[NH:8][C:7](=S)[C:6]([C:13]1[CH:18]=[CH:17][C:16]([Cl:19])=[CH:15][CH:14]=1)=[C:5]2[C:20]([O:22][CH:23]([CH3:25])[CH3:24])=[O:21].Cl.[CH3:27][O:28][NH2:29]>C(O)C>[CH3:27][O:28][N:29]=[C:7]1[C:6]([C:13]2[CH:18]=[CH:17][C:16]([Cl:19])=[CH:15][CH:14]=2)=[C:5]([C:20]([O:22][CH:23]([CH3:25])[CH3:24])=[O:21])[C:4]2[C:9](=[CH:10][CH:11]=[C:2]([Cl:1])[CH:3]=2)[NH:8]1 |f:1.2|. Solvent: C(C)O (ethanol). Starting materials: ClC1=C(C=C(OCCBr)C=C1)F (4-chloro-3-fluorophenoxy-ethylbromide), ClC=1C=C(C=CC1Cl)O (3,4-dichlorophenol), BrCCBr (1,2-dibromoethane), CC1=NC=2N(C(=C1)C)N=C(N2)S (5,7-dimethyl-[1,2,4]triazolo[1,5-a]pyrimidine-2-thiol), ClC=1C=C(OCCBr)C=CC1Cl (3,4-dichlorophenoxy-ethylbromide). The product is ClC=1C=C(OCCSC2=NN3C(N=C(C=C3C)C)=N2)C=CC1Cl (2-{[2-(3,4-dichlorophenoxy)ethyl]sulfanyl}-5,7-dimethyl-[1,2,4]-triazolo[1,5-a]pyrimidine), ClC=1C=C(OCCBr)C=CC1Cl (3,4-dichlorophenoxy-ethylbromide). Yield: 85.0%. RXN SMILES: [CH3:1][C:2]1[CH:7]=[C:6]([CH3:8])[N:5]2[N:9]=[C:10]([SH:12])[N:11]=[C:4]2[N:3]=1.[Cl:13][C:14]1[CH:15]=[C:16]([CH:21]=[CH:22][C:23]=1[Cl:24])[O:17][CH2:18][CH2:19][Br:20].ClC1C=CC(OCCBr)=CC=1F.ClC1C=C(O)C=CC=1Cl.BrCCBr>>[Cl:13][C:14]1[CH:15]=[C:16]([CH:21]=[CH:22][C:23]=1[Cl:24])[O:17][CH2:18][CH2:19][S:12][C:10]1[N:11]=[C:4]2[N:3]=[C:2]([CH3:1])[CH:7]=[C:6]([CH3:8])[N:5]2[N:9]=1.[Cl:13][C:14]1[CH:15]=[C:16]([CH:21]=[CH:22][C:23]=1[Cl:24])[O:17][CH2:18][CH2:19][Br:20]. Procedure: The title compound was prepared according to the experimentals described for Example 1 above from 5,7-dimethyl-[1,2,4]triazolo[1,5-a]pyrimidine-2-thiol and 3,4-dichlorophenoxy-ethylbromide in 85% yield. The reagent 3,4-dichlorophenoxy-ethylbromide was prepared by a similar procedure for the synthesis of 4-chloro-3-fluorophenoxy-ethylbromide in Example 4 above from 3,4-dichlorophenol and 1,2-dibromoethane. EM (calc.): 368.0; MS (ESI) m/e: 369.0 (M+H)+. Reactants: [BH4-], CCOC(=O)C1C=C(C)CCC1C=O, CO, [Na+], O. Product: CCOC(=O)C1C=C(C)CCC1CO. RXN SMILES: [BH4-:15].[CH2:1]([CH3:2])[O:3][C:4](=[O:5])[CH:6]1[CH:7]=[C:8]([CH3:14])[CH2:9][CH2:10][CH:11]1[CH:12]=[O:13].[CH3:18][OH:19].[Na+:16].[OH2:17]>>[CH2:1]([CH3:2])[O:3][C:4](=[O:5])[CH:6]1[CH:7]=[C:8]([CH3:14])[CH2:9][CH2:10][CH:11]1[CH2:12][OH:13]. Starting materials: NC=1C=C(C=CC1F)C#CC=1C=NC=C(C#N)C1 (5-(3-amino-4-fluorophenylethynyl)-nicotinonitrile), CS(=O)(=O)Cl (methanesulfonyl chloride). Solvent: N1=CC=CC=C1 (pyridine), O (water), O1CCCC1 (tetrahydrofuran). Conditions: time 8 hour. Product: C(#N)C=1C=C(C=NC1)C#CC=1C=CC(=C(C1)NS(=O)(=O)C)F (N-[5-(5-Cyanopyridin-3-ylethynyl)-2-fluorophenyl]-methanesulfonamide). Isolated yield 19.8%. RXN SMILES: [NH2:1][C:2]1[CH:3]=[C:4]([C:9]#[C:10][C:11]2[CH:12]=[N:13][CH:14]=[C:15]([CH:18]=2)[C:16]#[N:17])[CH:5]=[CH:6][C:7]=1[F:8].[CH3:19][S:20](Cl)(=[O:22])=[O:21]>N1C=CC=CC=1.O1CCCC1.O>[C:16]([C:15]1[CH:18]=[C:11]([C:10]#[C:9][C:4]2[CH:5]=[CH:6][C:7]([F:8])=[C:2]([NH:1][S:20]([CH3:19])(=[O:22])=[O:21])[CH:3]=2)[CH:12]=[N:13][CH:14]=1)#[N:17]. Procedure details: Dissolve 5-(3-amino-4-fluorophenylethynyl)-nicotinonitrile, (prepared as described in EXAMPLE 160), (0.2 g, 0.8 mmol) in anhydrous pyridine. Add a solution of methanesulfonyl chloride (0.1 g, 0.88 mmol) in tetrahydrofuran to the reaction and stir overnight at room temperature. Concentrate and dissolve the crude reaction in ethyl acetate and water. Wash the organic layer with water, an aqueous saturated solution of sodium chloride, dry (potassium carbonate), filter, concentrate and purify (silica...